Dataset: the Open Reaction Database (ORD), a public repository of structured organic reaction records. Task: describe an organic reaction: reactants, conditions, products, and yield The reactants are [Al+3], CCCOc1cc(C(C)(C)C)c(OC(C)=O)c(C(C)(C)C)c1C, [Cl-], [H-], [H-], [H-], [H-], [Li+], [NH4+], C1CCOC1. The product is CCCOc1cc(C(C)(C)C)c(O)c(C(C)(C)C)c1C. RXN SMILES: [Al+3:2].[C:7](=[O:8])([CH3:9])[O:10][c:11]1[c:12]([C:26]([CH3:27])([CH3:28])[CH3:29])[c:13]([CH3:25])[c:14]([O:21][CH2:22][CH2:23][CH3:24])[cH:15][c:16]1[C:17]([CH3:18])([CH3:19])[CH3:20].[Cl-:30].[H-:1].[H-:4].[H-:5].[H-:6].[Li+:3].[NH4+:31].[O:32]1[CH2:33][CH2:34][CH2:35][CH2:36]1>>[OH:10][c:11]1[c:12]([C:26]([CH3:27])([CH3:28])[CH3:29])[c:13]([CH3:25])[c:14]([O:21][CH2:22][CH2:23][CH3:24])[cH:15][c:16]1[C:17]([CH3:18])([CH3:19])[CH3:20].